From a dataset of the Open Reaction Database (ORD), a public repository of structured organic reaction records. describe an organic reaction: reactants, conditions, products, and yield The reactants are C(C)OC([C@H](CC1=CC=C(C=C1)OCC=CC1=NC2=CC=CC=C2C=C1)OCC)=O ((S)-2-Ethoxy-3-[4-(3-quinolin-2-yl-allyloxy)-phenyl]-propionic acid ethyl ester), [OH-].[Na+] (sodium hydroxide). Run in C(C)O (ethanol). Run at time 16 hour. Product: C(C)O[C@H](C(=O)O)CC1=CC=C(C=C1)OCC=CC1=NC2=CC=CC=C2C=C1 ((S)-2-Ethoxy-3-[4-(3-quinolin-2-yl-allyloxy)-phenyl]-propionic acid). As a reaction SMILES: C([O:3][C:4](=[O:30])[C@@H:5]([O:27][CH2:28][CH3:29])[CH2:6][C:7]1[CH:12]=[CH:11][C:10]([O:13][CH2:14][CH:15]=[CH:16][C:17]2[CH:26]=[CH:25][C:24]3[C:19](=[CH:20][CH:21]=[CH:22][CH:23]=3)[N:18]=2)=[CH:9][CH:8]=1)C.[OH-].[Na+]>C(O)C>[CH2:28]([O:27][C@@H:5]([CH2:6][C:7]1[CH:8]=[CH:9][C:10]([O:13][CH2:14][CH:15]=[CH:16][C:17]2[CH:26]=[CH:25][C:24]3[C:19](=[CH:20][CH:21]=[CH:22][CH:23]=3)[N:18]=2)=[CH:11][CH:12]=1)[C:4]([OH:30])=[O:3])[CH3:29] |f:1.2|. Procedure: (S)-2-Ethoxy-3-[4-(3-quinolin-2-yl-allyloxy)-phenyl]-propionic acid ethyl ester (example 41) (150 mg, 0.37 mmol) was dissolved in ethanol (2 mL) and sodium hydroxide (1N, 2.0 mL, 2.0 mmol) added. The mixture was stirred at room temperature for 16 h. The reaction mixture was concentrated in vacuo, added 2-propanol (2 mL) and diethyl ether (2 mL). The title compound was isolated by filtration. Starting materials: [Na] (sodium), S(O)(O)(=O)=O (sulfuric acid), S(=O)(=O)=O (sulfur trioxide), ClC1=C(C(=C(C(=C1S)Cl)Cl)Cl)Cl (pentachlorothiophenol), [N+](=O)(O)[O-] (nitric acid). Product: OS(=O)(=O)O.O=S(=O)=O (oleum). Reaction SMILES: [Na].ClC1C(S)=C(Cl)C(Cl)=C(Cl)C=1Cl.[N+]([O-])(O)=O.[S:18](=[O:22])(=[O:21])([OH:20])[OH:19].[S:23](=[O:26])(=[O:25])=[O:24]>>[OH:21][S:18]([OH:22])(=[O:20])=[O:19].[O:24]=[S:23](=[O:26])=[O:25] |f:5.6,^1:0|. Reported procedure: reacting this sodium salt of pentachlorothiophenol with a mixed nitration acid comprising nitric acid and sulfuric acid (and, preferably, sulfur trioxide to form oleum) at a temperature from about 35° C. to about 110° C. to form pentachloronitrobenzene, the nitric acid being in molar excess of the pentachlorothiophenol. The reactants are ClC1=NC(=CN=C1)Cl (2,6-dichloropyrazine), ClC=1C=C(C=CC1)O (3-chlorophenol), CCOC(=O)C (AcOEt). The solvent is C1CCCCC1 (cyclohexane). The product is ClC1=NC(=CN=C1)OC1=CC(=CC=C1)Cl (2-Chloro-6-(3-chlorophenyl-oxy)-pyrazine). Isolated yield 85.0%. Reaction SMILES: Cl[C:2]1[CH:7]=[N:6][CH:5]=[C:4]([Cl:8])[N:3]=1.[Cl:9][C:10]1[CH:11]=[C:12]([OH:16])[CH:13]=[CH:14][CH:15]=1.CCOC(C)=O>C1CCCCC1>[Cl:8][C:4]1[CH:5]=[N:6][CH:7]=[C:2]([O:16][C:12]2[CH:13]=[CH:14][CH:15]=[C:10]([Cl:9])[CH:11]=2)[N:3]=1. Reported procedure: Using Method DD with 2,6-dichloropyrazine (250 mg, 1.69 mmol) and 3-chlorophenol (193 μL, 1.86 mmol, d=1.24 g/mL), and purification by column chromatography (AcOEt:cyclohexane, 1:1), the title compound was obtained (346 mg). Yield: 85%. 1H NMR (250 MHz, DMSO-d6) δ 7.32 (dd, 1H, Harom 4, Jo=8.2 Hz, Jm=1.9 Hz), 7.43 (d, 1H, Harom 6, J=8.0 Hz), 7.50 (d, 1H, Harom 2, Jm=1.9 Hz), 7.56 (t, 1H, Harom 5, J=8.1 Hz), 8.59 (s, 1H, HPz 5), 8.62 (s, 1H, HPz 3). m/z: 241.1 [(M+H)+, calcd for C10H6Cl2N2O 240.0... Starting materials: CC1=CC2=C(NC(N2)=S)C=C1 (5-methyl-benzimidazoline-2-thione), Cl.CN(CCCl)C (2-(dimethylamino)-ethylchloride hydrochloride), C(O)([O-])=O.[Na+] (sodium hydrogencarbonate). Run in C(C)O (ethanol). The product is CN(CCSC=1NC2=C(N1)C=CC(=C2)C)C (2-(2-dimethylamino-ethylthio)-5-methyl-benzimidazole). The yield is 64.8%. As a reaction SMILES: [CH3:1][C:2]1[CH:11]=[CH:10][C:5]2[NH:6][C:7](=[S:9])[NH:8][C:4]=2[CH:3]=1.Cl.[CH3:13][N:14]([CH3:18])[CH2:15][CH2:16]Cl.C(=O)([O-])O.[Na+]>C(O)C>[CH3:13][N:14]([CH3:18])[CH2:15][CH2:16][S:9][C:7]1[NH:8][C:4]2[CH:3]=[C:2]([CH3:1])[CH:11]=[CH:10][C:5]=2[N:6]=1 |f:1.2,3.4|. Procedure details: 4.11 g (25 mmoles) of 5-methyl-benzimidazoline-2-thione, 4.32 g (30 mmoles) of 2-(dimethylamino)-ethylchloride hydrochloride and 2.55 g of sodium hydrogencarbonate are refluxed in 50 ml of ethanol for 6 hours. The reaction mixture is filtered off, concentrated and the residue is worked up according to the method of Example 2. The dichloromethane extracts are concentrated and the residue is crystallized from petrolether. 3.81 g of 2-(2-dimethylamino-ethylthio)-5-methyl-benzimidazole are obtained,... Isolated yield 72.0%. Reaction SMILES: [CH2:1]([C:5]1[N:6]([CH2:11][C:12]2[CH:17]=[CH:16][C:15]([C:18]3[CH:23]=[CH:22][CH:21]=[CH:20][C:19]=3[C:24]3[N:28]([C:29]([C:42]4[CH:47]=[CH:46][CH:45]=[CH:44][CH:43]=4)([C:36]4[CH:41]=[CH:40][CH:39]=[CH:38][CH:37]=4)[C:30]4[CH:35]=[CH:34][CH:33]=[CH:32][CH:31]=4)[N:27]=[N:26][N:25]=3)=[CH:14][CH:13]=2)[C:7](=[O:10])[NH:8][N:9]=1)[CH2:2][CH2:3][CH3:4].Br[CH2:49][C:50]1[CH:59]=[CH:58][CH:57]=[CH:56][C:51]=1[C:52]([O:54][CH3:55])=[O:53]>>[CH2:1]([C:5]1[N:6]([CH2:11][C:12]2[CH:13]=[CH:14][C:15]([C:18]3[CH:23]=[CH:22][CH:21]=[CH:20][C:19]=3[C:24]3[N:28]([C:29]([C:36]4[CH:37]=[CH:38][CH:39]=[CH:40][CH:41]=4)([C:30]4[CH:31]=[CH:32][CH:33]=[CH:34][CH:35]=4)[C:42]4[CH:47]=[CH:46][CH:45]=[CH:44][CH:43]=4)[N:27]=[N:26][N:25]=3)=[CH:16][CH:17]=2)[C:7](=[O:10])[N:8]([CH2:49][C:50]2[CH:59]=[CH:58][CH:57]=[CH:56][C:51]=2[C:52]([O:54][CH3:55])=[O:53])[N:9]=1)[CH2:2][CH2:3][CH3:4]. The product is C(CCC)C=1N(C(N(N1)CC1=C(C=CC=C1)C(=O)OC)=O)CC1=CC=C(C=C1)C1=C(C=CC=C1)C1=NN=NN1C(C1=CC=CC=C1)(C1=CC=CC=C1)C1=CC=CC=C1 (5-n-Butyl-2-[2-(carbomethoxy)benzyl]-2,4-dihydro-4-[[2'-(N-trityltetrazol-5-yl)biphenyl-4-yl]methyl]-3H-1,2,4-triazol-3-one). Reported procedure: By the procedure of Example 3, Step A, 5-n-butyl-2,4-dihydro-4-[[2'-(N-trityltetrazol-5-yl)biphenyl-4-yl]methyl]-3H-1,2,4-triazol-3-one (from Example 2, Step D) was alkylated with methyl 2-(bromomethyl)benzoate [R. M. Scrowston and D. C. Shaw, J. Chem. Soc. Perkin Trans. I, 749 (1976)] to give a 72% yield of the titled compound as a foam, homogeneous by TLC in 98:2 CH2Cl2 --MeOH; mass spectrum (FAB) m/e 766 (M+1)+. The reactants are C(CCC)C=1N(C(NN1)=O)CC1=CC=C(C=C1)C1=C(C=CC=C1)C1=NN=NN1C(C1=CC=CC=C1)(C1=CC=CC=C1)C1=CC=CC=C1 (5-n-Butyl-2,4-dihydro-4-[[2'-(N-trityltetrazol-5-yl)biphenyl-4-yl]methyl]-3H-1,2,4-triazol-3-one), BrCC1=C(C(=O)OC)C=CC=C1 (methyl 2-(bromomethyl)benzoate). Reactants: [OH-].[Na+] (sodium hydroxide), CN(CCOC1=CC=C(C=C1)C1=CC=C(C(=O)OC)C=C1)C (methyl 4-[4-(2-dimethylaminoethoxy)phenyl]benzoate), Cl (hydrochloric acid). Solvent: CO.C(Cl)Cl (methanol methylene chloride). Yields the product CN(CCOC1=CC=C(C=C1)C1=CC=C(C(=O)O)C=C1)C (4-[4-(2-dimethylaminoethoxy)phenyl]benzoic acid). Yield: 83.3%. As a reaction SMILES: [CH3:1][N:2]([CH3:22])[CH2:3][CH2:4][O:5][C:6]1[CH:11]=[CH:10][C:9]([C:12]2[CH:21]=[CH:20][C:15]([C:16]([O:18]C)=[O:17])=[CH:14][CH:13]=2)=[CH:8][CH:7]=1.[OH-].[Na+].Cl>CO.C(Cl)Cl>[CH3:1][N:2]([CH3:22])[CH2:3][CH2:4][O:5][C:6]1[CH:7]=[CH:8][C:9]([C:12]2[CH:21]=[CH:20][C:15]([C:16]([OH:18])=[O:17])=[CH:14][CH:13]=2)=[CH:10][CH:11]=1 |f:1.2,4.5|. Procedure details: 0.68 g (2.27 mmol) of methyl 4-[4-(2-dimethylaminoethoxy)phenyl]benzoate was dissolved in 18 ml of methanol-methylene chloride (5:1 (v/v)). 3.4 ml of a 1N sodium hydroxide aqueous solution was added thereto and the mixture was refluxed under heating for 5 hours. After cooling to room temperature, 3.4 ml of 1N hydrochloric acid was added and stirred. The precipitate thus formed was collected by filtration, washed, and dried to obtain 0.54 g (1.89 mmol) of 4-[4-(2-dimethylaminoethoxy)phenyl]benzoi... As a reaction SMILES: C(OC([NH:8][CH2:9][C:10]1[N:11]([CH2:33][CH:34]([CH3:36])[CH3:35])[C:12](=[O:32])[C:13]2[C:18]([C:19]=1[C:20]1[CH:25]=[CH:24][C:23]([Cl:26])=[CH:22][CH:21]=1)=[CH:17][C:16](/[CH:27]=[CH:28]/[C:29]([NH2:31])=[O:30])=[CH:15][CH:14]=2)=O)(C)(C)C>Cl.C(OCC)(=O)C>[ClH:26].[NH2:8][CH2:9][C:10]1[N:11]([CH2:33][CH:34]([CH3:36])[CH3:35])[C:12](=[O:32])[C:13]2[C:18]([C:19]=1[C:20]1[CH:21]=[CH:22][C:23]([Cl:26])=[CH:24][CH:25]=1)=[CH:17][C:16](/[CH:27]=[CH:28]/[C:29]([NH2:31])=[O:30])=[CH:15][CH:14]=2 |f:3.4|. Product: Cl.NCC=1N(C(C2=CC=C(C=C2C1C1=CC=C(C=C1)Cl)/C=C/C(=O)N)=O)CC(C)C ((E)-3-[3-(aminomethyl)-4-(4-chlorophenyl)-2-isobutyl-1-oxo-1,2-dihydro-6-isoquinolinyl]-2-propenamide hydrochloride). Solvent: Cl (hydrogen chloride), C(C)(=O)OCC (ethyl acetate). Reaction conditions: time 1 hour. Reactants: C(C)(C)(C)OC(=O)NCC=1N(C(C2=CC=C(C=C2C1C1=CC=C(C=C1)Cl)/C=C/C(=O)N)=O)CC(C)C ((E)-3-[3-[[(tert-butoxycarbonyl)amino]methyl]-4-(4-chlorophenyl)-2-isobutyl-1-oxo-1,2-dihydro-6-isoquinolinyl]-2-propenamide). Reported procedure: A solution of (E)-3-[3-[[(tert-butoxycarbonyl)amino]methyl]-4-(4-chlorophenyl)-2-isobutyl-1-oxo-1,2-dihydro-6-isoquinolinyl]-2-propenamide (0.15 g, 0.3 mmol) was dissolved in a solution of 4N hydrogen chloride in ethyl acetate (5 ml) and the mixture was stirred at room,temperature for 1 h. The reaction mixture was concentrated under reduced pressure, and the residue was crystallized from ethyl acetate to give (E)-3-[3-(aminomethyl)-4-(4-chlorophenyl)-2-isobutyl-1-oxo-1,2-dihydro-6-isoquinolinyl]... Isolated yield 179.2%. The reactants are C(=C)[C@H]1[C@H]2[C@@H]3CC[C@@H]([C@@]3(C)CC[C@@H]2[C@H]2CCC(C=C2C1)=O)O ((7α,17β)-7-Ethenyl-17-hydroxyestr-4-en-3-one), Cl.NO (hydroxylamine hydrochloride), O (water). Run in N1=CC=CC=C1 (pyridine). Conditions: temperature 80 celsius, time 50 minute. Yields the product C(=C)[C@H]1[C@H]2[C@@H]3CC[C@@H]([C@@]3(C)CC[C@@H]2[C@H]2CC\C(\C=C2C1)=N/O)O ((3E,7α,17β)-7-ethenyl-3-(hydroxyimino)estr-4-en-17-ol), C(=C)[C@H]1[C@H]2[C@@H]3CC[C@@H]([C@@]3(C)CC[C@@H]2[C@H]2CC/C(/C=C2C1)=N/O)O ((3Z,7α,17β)-7-ethenyl-3-(hydroxyimino)estr-4-en-17-ol). Reaction SMILES: [CH:1]([C@@H:3]1[CH2:20][C:19]2[C@H:14]([CH2:15][CH2:16][C:17](=O)[CH:18]=2)[C@@H:13]2[C@@H:4]1[C@H:5]1[C@@:9]([CH2:11][CH2:12]2)([CH3:10])[C@@H:8]([OH:22])[CH2:7][CH2:6]1)=[CH2:2].Cl.[NH2:24][OH:25].O>N1C=CC=CC=1>[CH:1]([C@@H:3]1[CH2:20][C:19]2[C@H:14]([CH2:15][CH2:16]/[C:17](=[N:24]\[OH:25])/[CH:18]=2)[C@@H:13]2[C@@H:4]1[C@H:5]1[C@@:9]([CH2:11][CH2:12]2)([CH3:10])[C@@H:8]([OH:22])[CH2:7][CH2:6]1)=[CH2:2].[CH:1]([C@@H:3]1[CH2:20][C:19]2[C@H:14]([CH2:15][CH2:16]/[C:17](=[N:24]/[OH:25])/[CH:18]=2)[C@@H:13]2[C@@H:4]1[C@H:5]1[C@@:9]([CH2:11][CH2:12]2)([CH3:10])[C@@H:8]([OH:22])[CH2:7][CH2:6]1)=[CH2:2] |f:1.2|. Procedure details: To a solution of (7α,17β)-7-ethenyl-17-hydroxyestr-4-en-3-one (Example 4; 1.63 g) in pyridine (9.4 ml) was added hydroxylamine hydrochloride (4.15 g). The reaction mixture was stirred at 80° C. for 50 min. After cooling, the mixture was poured into water (118 ml). The product was extracted into ethyl acetate; the combined organic phases were washed with brine, dried over sodium sulfate and concentrated under reduced pressure. Column chromatography afforded (3E,7α,17β)-7-ethenyl-3-(hydroxyimino)e... Reactants: COC(=O)Cn1c(C(=O)NC(CCCCNC(=O)OCc2ccccc2)C(=O)NCCCCCc2c(OC)cc(C)cc2OC)cc2ccccc21, CO. Product: COC(=O)Cn1c(C(=O)NC(CCCCN)C(=O)NCCCCCc2c(OC)cc(C)cc2OC)cc2ccccc21. As a reaction SMILES: [CH3:1][O:2][c:3]1[c:4]([CH2:12][CH2:13][CH2:14][CH2:15][CH2:16][NH:17][C:18](=[O:19])[CH:20]([CH2:21][CH2:22][CH2:23][CH2:24][NH:25][C:26]([O:27][CH2:28][c:29]2[cH:30][cH:31][cH:32][cH:33][cH:34]2)=[O:35])[NH:36][C:37](=[O:38])[c:39]2[n:40]([CH2:48][C:49](=[O:50])[O:51][CH3:52])[c:41]3[cH:42][cH:43][cH:44][cH:45][c:46]3[cH:47]2)[c:5]([O:10][CH3:11])[cH:6][c:7]([CH3:9])[cH:8]1.[CH3:53][OH:54]>>[CH3:1][O:2][c:3]1[c:4]([CH2:12][CH2:13][CH2:14][CH2:15][CH2:16][NH:17][C:18](=[O:19])[CH:20]([CH2:21][CH2:22][CH2:23][CH2:24][NH2:25])[NH:36][C:37](=[O:38])[c:39]2[n:40]([CH2:48][C:49](=[O:50])[O:51][CH3:52])[c:41]3[cH:42][cH:43][cH:44][cH:45][c:46]3[cH:47]2)[c:5]([O:10][CH3:11])[cH:6][c:7]([CH3:9])[cH:8]1. Reactants: Cc1nc(O)c(C)c(Cl)n1, Cl, [K+], NCC1CC1, [OH-], O. Yields the product Cc1nc(O)c(C)c(NCC2CC2)n1. Reaction SMILES: [Cl:9][c:10]1[c:11]([CH3:18])[c:12]([OH:17])[n:13][c:14]([CH3:16])[n:15]1.[ClH:1].[K+:8].[NH2:2][CH2:3][CH:4]1[CH2:5][CH2:6]1.[OH-:7].[OH2:19]>>[NH:2]([CH2:3][CH:4]1[CH2:5][CH2:6]1)[c:10]1[c:11]([CH3:18])[c:12]([OH:17])[n:13][c:14]([CH3:16])[n:15]1.